This data is from the Open Reaction Database (ORD), a public repository of structured organic reaction records. The task is: describe an organic reaction: reactants, conditions, products, and yield The reactants are CC(C)(C)OC(=O)NCC1CCC(CNc2cc(NCc3ccccc3Cl)ncc2C(N)=O)CC1, ClCCl, O. Product: CC(C)(C)OC(=O)NCC1CCC(CNc2cc(NCc3ccccc3Cl)ncc2C#N)CC1. As a reaction SMILES: [C:1]([CH3:2])([CH3:3])([CH3:4])[O:5][C:6]([NH:7][CH2:8][CH:9]1[CH2:10][CH2:11][CH:12]([CH2:15][NH:16][c:17]2[cH:18][c:19]([NH:26][CH2:27][c:28]3[c:29]([Cl:34])[cH:30][cH:31][cH:32][cH:33]3)[n:20][cH:21][c:22]2[C:23]([NH2:24])=[O:25])[CH2:13][CH2:14]1)=[O:35].[Cl:37][CH2:38][Cl:39].[OH2:36]>>[C:1]([CH3:2])([CH3:3])([CH3:4])[O:5][C:6]([NH:7][CH2:8][CH:9]1[CH2:10][CH2:11][CH:12]([CH2:15][NH:16][c:17]2[cH:18][c:19]([NH:26][CH2:27][c:28]3[c:29]([Cl:34])[cH:30][cH:31][cH:32][cH:33]3)[n:20][cH:21][c:22]2[C:23]#[N:24])[CH2:13][CH2:14]1)=[O:35]. The reactants are [Al+3], CC(=O)Cl, [Cl-], [Cl-], [Cl-], ClCCl, Oc1ccc(CC(F)(F)F)cc1, O=S(=O)(O)C(F)(F)F. Product: CC(=O)c1cc(CC(F)(F)F)ccc1O. As a reaction SMILES: [Al+3:26].[C:21]([CH3:22])(=[O:23])[Cl:24].[Cl-:25].[Cl-:27].[Cl-:28].[Cl:29][CH2:30][Cl:31].[F:1][C:2]([CH2:3][c:4]1[cH:5][cH:6][c:7]([OH:10])[cH:8][cH:9]1)([F:11])[F:12].[OH:13][S:14]([C:15]([F:16])([F:17])[F:18])(=[O:19])=[O:20]>>[F:1][C:2]([CH2:3][c:4]1[cH:5][c:6]([C:21]([CH3:22])=[O:23])[c:7]([OH:10])[cH:8][cH:9]1)([F:11])[F:12]. Reactants: FC1=CC=CC(=C1)C=2C=CC=3C=CC=CC3C2. The reagents and catalysts are O1B(OC(C)(C)C1(C)C)B2OC(C)(C)C(O2)(C)C, N=1C=CC(=CC1C=2N=CC=C(C2)C(C)(C)C)C(C)(C)C, C[OH2+].C[OH2+].C1CC=CCCC=C1.C1CC=CCCC=C1.[Ir].[Ir]. The solvent is O1CCCC1. Run at temperature 50 celsius, time 24 hour. The product is FC=1C=C(C=CC1B2OC(C)(C)C(O2)(C)C)C=3C=CC=4C=CC=CC4C3. Yield: 12.0%. Reactants: CC(C)OC(=O)/N=N/C(=O)OC(C)C (diisopropylazodicarboxylate), FC(C=1C=CC(=NC1)OC1=CC=C(C=C1)O)(F)F (4-(5-trifluoromethyl-pyridin-2-yloxy)-phenol), C(C1=CC=CC=C1)OC([C@@H](C)O)=O ((R)-2-hydroxypropionic acid benzyl ester), C1(=CC=CC=C1)P(C1=CC=CC=C1)C1=CC=CC=C1 (triphenylphosphine). Solvent: C1CCOC1 (THF). Run at time 1 hour. Yields the product C(C1=CC=CC=C1)OC([C@H](C)OC1=CC=C(C=C1)OC1=NC=C(C=C1)C(F)(F)F)=O ((S)-2-[4-(5-Trifluoromethyl-pyridin-2-yloxy)-phenoxy]-propionic acid benzyl ester). Isolated yield 69.0%. RXN SMILES: [F:1][C:2]([F:18])([F:17])[C:3]1[CH:4]=[CH:5][C:6]([O:9][C:10]2[CH:15]=[CH:14][C:13]([OH:16])=[CH:12][CH:11]=2)=[N:7][CH:8]=1.[CH2:19]([O:26][C:27](=[O:31])[C@H:28](O)[CH3:29])[C:20]1[CH:25]=[CH:24][CH:23]=[CH:22][CH:21]=1.C1(P(C2C=CC=CC=2)C2C=CC=CC=2)C=CC=CC=1.CC(OC(/N=N/C(OC(C)C)=O)=O)C>C1COCC1>[CH2:19]([O:26][C:27](=[O:31])[C@@H:28]([O:16][C:13]1[CH:12]=[CH:11][C:10]([O:9][C:6]2[CH:5]=[CH:4][C:3]([C:2]([F:1])([F:17])[F:18])=[CH:8][N:7]=2)=[CH:15][CH:14]=1)[CH3:29])[C:20]1[CH:25]=[CH:24][CH:23]=[CH:22][CH:21]=1. Procedure details: To a solution of 4-(5-trifluoromethyl-pyridin-2-yloxy)-phenol (2.90 g, 11.4 mmol) and (R)-2-hydroxypropionic acid benzyl ester (2.25 g, 12.5 mmol) in dry THF (100 mls) at 0° C. under nitrogen is added triphenylphosphine followed by dropwise addition of diisopropylazodicarboxylate (3.36 mls, 17 mmol). The resulting yellow mixture is stirred for 1 hr then left the stand for 16 hours. The reaction mixture is partitioned between water and ethyl acetate and the layers separated. The aqueous is furthe... The reactants are C=C(C)C, Cc1ccccc1, COC(=O)CCCC(C)(C)c1ccc(O)c(C)c1, O=S(=O)(O)O. The product is COC(=O)CCCC(C)(C)c1cc(C)c(O)c(C(C)(C)C)c1. RXN SMILES: [CH3:24][C:25]([CH3:26])=[CH2:27].[CH3:28][c:29]1[cH:30][cH:31][cH:32][cH:33][cH:34]1.[OH:1][c:2]1[c:3]([CH3:18])[cH:4][c:5]([C:8]([CH2:9][CH2:10][CH2:11][C:12](=[O:13])[O:14][CH3:15])([CH3:16])[CH3:17])[cH:6][cH:7]1.[S:19](=[O:20])(=[O:21])([OH:22])[OH:23]>>[OH:1][c:2]1[c:3]([CH3:18])[cH:4][c:5]([C:8]([CH2:9][CH2:10][CH2:11][C:12](=[O:13])[O:14][CH3:15])([CH3:16])[CH3:17])[cH:6][c:7]1[C:25]([CH3:24])([CH3:26])[CH3:27]. Starting materials: BrC=1C=CC(=C(C(=O)O)C1)Cl (5-bromo-2-chlorobenzoic acid), CN(C)C=O (DMF), C1(CC1)N (Cyclopropylamine), CCN(C(C)C)C(C)C (DIPEA), C(C(=O)Cl)(=O)Cl (oxalyl chloride), Cl (HCl). Run in C1(=CC=CC=C1)C (toluene), C(Cl)Cl (CH2Cl2). Reaction conditions: temperature 0 celsius, time 2 hour. Yields the product BrC=1C=CC(=C(C(=O)NC2CC2)C1)Cl (5-Bromo-2-chloro-N-cyclopropylbenzamide). Yield: 70.6%. Reaction SMILES: [Br:1][C:2]1[CH:3]=[CH:4][C:5]([Cl:11])=[C:6]([CH:10]=1)[C:7]([OH:9])=O.CN(C=O)C.C(Cl)(=O)C(Cl)=O.[CH:23]1([NH2:26])[CH2:25][CH2:24]1.CCN(C(C)C)C(C)C.Cl>C1(C)C=CC=CC=1.C(Cl)Cl>[Br:1][C:2]1[CH:3]=[CH:4][C:5]([Cl:11])=[C:6]([CH:10]=1)[C:7]([NH:26][CH:23]1[CH2:25][CH2:24]1)=[O:9]. Reported procedure: Into a flame-dried 250 mL round-bottom flask equipped with a magnetic stir bar and under N2 were added 5-bromo-2-chlorobenzoic acid (10.0 g, 42.5 mmol) and DMF (3.9 mL, 51.0 mmol) in toluene (80 mL). The sol. was cooled to 0° C., and oxalyl chloride (4.4 mL, 51.0 mmol) was added dropwise over 1 h. The resulting mixture was stirred at 0° C. for 2 h and then the volatiles were removed. The resulting crude reaction mixture was dissolved in CH2Cl2 (100 mL) and cooled to 0° C. in an ice bath. Cyclopr... The reactants are CCOC1CN(c2cccc(C(=O)OC(C)(C)C)c2)CCC1NC(=O)c1nc(C(F)(F)F)c(CC)[nH]1, O=C(O)C(F)(F)F. The product is CCOC1CN(c2cccc(C(=O)O)c2)CCC1NC(=O)c1nc(C(F)(F)F)c(CC)[nH]1. Reaction SMILES: [CH2:1]([CH3:2])[c:3]1[c:4]([C:33]([F:34])([F:35])[F:36])[n:5][c:6]([C:8](=[O:9])[NH:10][CH:11]2[CH:12]([O:30][CH2:31][CH3:32])[CH2:13][N:14]([c:17]3[cH:18][c:19]([C:20](=[O:21])[O:22][C:23]([CH3:24])([CH3:25])[CH3:26])[cH:27][cH:28][cH:29]3)[CH2:15][CH2:16]2)[nH:7]1.[OH:37][C:38]([C:39]([F:40])([F:41])[F:42])=[O:43]>>[CH2:1]([CH3:2])[c:3]1[c:4]([C:33]([F:34])([F:35])[F:36])[n:5][c:6]([C:8](=[O:9])[NH:10][CH:11]2[CH:12]([O:30][CH2:31][CH3:32])[CH2:13][N:14]([c:17]3[cH:18][c:19]([C:20](=[O:21])[OH:22])[cH:27][cH:28][cH:29]3)[CH2:15][CH2:16]2)[nH:7]1.